This data is from the Open Reaction Database (ORD), a public repository of structured organic reaction records. The task is: describe an organic reaction: reactants, conditions, products, and yield Starting materials: FC1=CC=C(C=C1)C(O)(C1CCNCC1)C1=CC=C(C=C1)F (α,α-bis(4-fluorophenyl)-4-piperidinemethanol), ClCCCCC(=O)N(C)C (5-chloro-N,N-dimethylpentanamide), C([O-])([O-])=O.[Na+].[Na+] (sodium carbonate), [I-].[K+] (potassium iodide), C(C(=O)O)(=O)O (oxalic acid). The solvent is CN(C=O)C (N,N-dimethylformamide), O (water). Yields the product C(C(=O)O)(=O)O.FC1=CC=C(C=C1)C(C1CCN(CC1)CCCCC(=O)N(C)C)(O)C1=CC=C(C=C1)F (4-[Bis(4-fluorophenyl)hydroxymethyl]-N,N-dimethyl-1-piperidinepentanamide ethanedioate). Isolated yield 52.0%. As a reaction SMILES: [F:1][C:2]1[CH:7]=[CH:6][C:5]([C:8]([C:16]2[CH:21]=[CH:20][C:19]([F:22])=[CH:18][CH:17]=2)([CH:10]2[CH2:15][CH2:14][NH:13][CH2:12][CH2:11]2)[OH:9])=[CH:4][CH:3]=1.Cl[CH2:24][CH2:25][CH2:26][CH2:27][C:28]([N:30]([CH3:32])[CH3:31])=[O:29].C(=O)([O-])[O-].[Na+].[Na+].[I-].[K+].[C:41]([OH:46])(=[O:45])[C:42]([OH:44])=[O:43]>CN(C)C=O.O>[C:41]([OH:46])(=[O:45])[C:42]([OH:44])=[O:43].[F:1][C:2]1[CH:7]=[CH:6][C:5]([C:8]([C:16]2[CH:17]=[CH:18][C:19]([F:22])=[CH:20][CH:21]=2)([OH:9])[CH:10]2[CH2:11][CH2:12][N:13]([CH2:24][CH2:25][CH2:26][CH2:27][C:28]([N:30]([CH3:32])[CH3:31])=[O:29])[CH2:14][CH2:15]2)=[CH:4][CH:3]=1 |f:2.3.4,5.6,10.11|. Procedure: A mixture of 7.0 g (0.023 mole) of α,α-bis(4-fluorophenyl)-4-piperidinemethanol, 4.8 g (0.028 mole) of 5-chloro-N,N-dimethylpentanamide, 9.8 g (0.092 mole) of anhydrous sodium carbonate and 0.3 g (0.008 mole) of potassium iodide in 100 ml of N,N-dimethylformamide was heated on a steam bath for 16 h. The mixture was poured into 1.5 L of water and extracted twice with 200 ml portions of ethyl acetate. The ethyl acetate fractions were combined, washed with water and brine, dried (MgSO4) and concent...